Dataset: the Open Reaction Database (ORD), a public repository of structured organic reaction records. Task: describe an organic reaction: reactants, conditions, products, and yield Starting materials: FC1=CC=C(C=C1)[N+](=O)[O-] (4-Fluoronitrobenzene), N1N=NC=C1 (1H-1,2,3-triazole). Solvent: O (water). The product is [N+](=O)([O-])C1=CC=C(C=C1)N1N=CC=N1 (2-(4-nitrophenyl)-2H-1,2,3-triazole). Yield: 66.4%. Reaction SMILES: F[C:2]1[CH:7]=[CH:6][C:5]([N+:8]([O-:10])=[O:9])=[CH:4][CH:3]=1.[NH:11]1[CH:15]=[CH:14][N:13]=[N:12]1>O>[N+:8]([C:5]1[CH:6]=[CH:7][C:2]([N:12]2[N:13]=[CH:14][CH:15]=[N:11]2)=[CH:3][CH:4]=1)([O-:10])=[O:9]. Reported procedure: 4-Fluoronitrobenzene (21 g) was reacted with 1H-1,2,3-triazole (12.4 g) in the same manner as in Reference Example 9. The resultant was cooled and poured into water. The precipitated crystals were collected by filtration and purified by silica gel chromatography (eluent: dichloromethane to dichloromethane/acetone=8/1). The first eluted fraction was recrystallized from dichloromethane-diisopropyl ether to give 2-(4-nitrophenyl)-2H-1,2,3-triazole (18.8 g) as pale yellow prisms. Reactants: C(C1=CC=CC=C1)OC1CC(C1)(C(=O)OCCC(C)C)C(CC(=O)OCC)C[N+](=O)[O-] (ethyl 3-[1-benzyloxy-3-(isoamyloxycarbonyl)cyclobutan-3-yl]-4-nitrobutanoate), [H][H] (hydrogen). The reagents and catalysts are [Ni] (Raney nickel). The solvent is C(C)O (ethanol). Conditions: temperature 50 celsius, time 5 hour. Product: C(C1=CC=CC=C1)OC1CC(C1)(C(=O)OCCC(C)C)C1CC(NC1)=O (4-[1-Benzyloxy-3-(isoamyloxycarbonyl)cyclobutan-3-yl]-2-pyrrolidone). As a reaction SMILES: [CH2:1]([O:8][CH:9]1[CH2:12][C:11]([CH:21]([CH2:28][N+:29]([O-])=O)[CH2:22][C:23](OCC)=[O:24])([C:13]([O:15][CH2:16][CH2:17][CH:18]([CH3:20])[CH3:19])=[O:14])[CH2:10]1)[C:2]1[CH:7]=[CH:6][CH:5]=[CH:4][CH:3]=1.[H][H]>C(O)C.[Ni]>[CH2:1]([O:8][CH:9]1[CH2:12][C:11]([CH:21]2[CH2:28][NH:29][C:23](=[O:24])[CH2:22]2)([C:13]([O:15][CH2:16][CH2:17][CH:18]([CH3:20])[CH3:19])=[O:14])[CH2:10]1)[C:2]1[CH:7]=[CH:6][CH:5]=[CH:4][CH:3]=1. Procedure details: A 11.45 g (25.26 mmol) portion of crude ethyl 3-[1-benzyloxy-3-(isoamyloxycarbonyl)cyclobutan-3-yl]-4-nitrobutanoate was dissolved in 200 ml of ethanol to which was subsequently added 10 ml of Raney nickel under an atmosphere of nitrogen. After replacing nitrogen with hydrogen, this was stirred at 50° C. for 5 hours under an atmosphere of hydrogen. After cooling in an ice bath, the reaction solution was filtered through celite and then the solvent was evaporated under a reduced pressure to give ... Reactants: CON(C(C)=O)C(CCCN1C(=NC=2C=NC=3C=CC=CC3C21)CCC)C (N-methoxy-N-[1-methyl-4-(2-propyl-1H-imidazo-[4,5-c]quinolin-1-yl)butyl]-acetamide), CON(C(C)=O)CCCCN1C(=NC=2C=NC=3C=CC=CC3C21)CCC (N-methoxy-N-[4-(2-propyl-1H-imidazo[4,5-c]quinolin-1-yl)butyl]acetamide), [OH-].[NH4+] (ammonium hydroxide). Product: NC1=NC=2C=CC=CC2C2=C1N=C(N2CCCC(C)N(C(C)=O)OC)CCC (N-[4-(4-amino-2-propyl-1H-imidazo[4,5-c]quinolin-1-yl)-1-methylbutyl]-N-methoxyacetamide). As a reaction SMILES: [CH3:1][O:2][N:3]([CH:7]([CH3:27])[CH2:8][CH2:9][CH2:10][N:11]1[C:23]2[C:22]3[CH:21]=[CH:20][CH:19]=[CH:18][C:17]=3[N:16]=[CH:15][C:14]=2[N:13]=[C:12]1[CH2:24][CH2:25][CH3:26])[C:4](=[O:6])[CH3:5].CO[N:30](CCCCN1C2C3C=CC=CC=3N=CC=2N=C1CCC)C(=O)C.[OH-].[NH4+]>>[NH2:30][C:15]1[C:14]2[N:13]=[C:12]([CH2:24][CH2:25][CH3:26])[N:11]([CH2:10][CH2:9][CH2:8][CH:7]([N:3]([O:2][CH3:1])[C:4](=[O:6])[CH3:5])[CH3:27])[C:23]=2[C:22]2[CH:21]=[CH:20][CH:19]=[CH:18][C:17]=2[N:16]=1 |f:2.3|. Reported procedure: A modification to the general procedure of Part G of Example 6 was followed using N-methoxy-N-[1-methyl-4-(2-propyl-1H-imidazo-[4,5-c]quinolin-1-yl)butyl]-acetamide (1.0 g, 2.71 mmol) in lieu of N-methoxy-N-[4-(2-propyl-1H-imidazo[4,5-c]quinolin-1-yl)butyl]acetamide. The reaction mixture was cooled to 0° C. before addition of the ammonium hydroxide. Recrystallization from hot acetonitrile following flash column chromatography provided 0.059 g of N-[4-(4-amino-2-propyl-1H-imidazo[4,5-c]quinolin-1... Starting materials: Cc1cc(N2CCN(C(=O)OC(C)(C)C)CC2)ccc1[N+](=O)[O-], CCO, [Cl-], [Fe], [NH4+], O. Product: Cc1cc(N2CCN(C(=O)OC(C)(C)C)CC2)ccc1N. Reaction SMILES: [C:1]([CH3:2])([CH3:3])([CH3:4])[O:5][C:6](=[O:7])[N:8]1[CH2:9][CH2:10][N:11]([c:14]2[cH:15][c:16]([CH3:23])[c:17]([N+:20]([O-:21])=[O:22])[cH:18][cH:19]2)[CH2:12][CH2:13]1.[CH3:26][CH2:27][OH:28].[Cl-:24].[Fe:29].[NH4+:25].[OH2:30]>>[C:1]([CH3:2])([CH3:3])([CH3:4])[O:5][C:6](=[O:7])[N:8]1[CH2:9][CH2:10][N:11]([c:14]2[cH:15][c:16]([CH3:23])[c:17]([NH2:20])[cH:18][cH:19]2)[CH2:12][CH2:13]1. Yields the product FC1=CC=C(C=C1)C=1N(N=C2CCNCCC12)C(C)C (3-(4-Fluoro-phenyl)-2-isopropyl-2,4,5,6,7,8-hexahydro-1,2,6-triaza-azulene). Reaction SMILES: C(OC(=O)[NH:10][CH2:11][CH2:12][C:13]1[C:17]([CH2:18][CH:19]2OCCO2)=[C:16]([C:24]2[CH:29]=[CH:28][C:27]([F:30])=[CH:26][CH:25]=2)[N:15]([CH:31]([CH3:33])[CH3:32])[N:14]=1)C1C=CC=CC=1.[SiH](CC)(CC)CC>C(O)(C(F)(F)F)=O>[F:30][C:27]1[CH:28]=[CH:29][C:24]([C:16]2[N:15]([CH:31]([CH3:33])[CH3:32])[N:14]=[C:13]3[C:17]=2[CH2:18][CH2:19][NH:10][CH2:11][CH2:12]3)=[CH:25][CH:26]=1. The reactants are C(C1=CC=CC=C1)OC(NCCC1=NN(C(=C1CC1OCCO1)C1=CC=C(C=C1)F)C(C)C)=O ({2-[4-[1,3]dioxolan-2-ylmethyl-5-(4-fluoro-phenyl)-1-isopropyl-1H-pyrazol-3-yl]-ethyl}-carbamic acid benzyl ester), [SiH](CC)(CC)CC (Et3SiH). Run at time 16 hour. Procedure details: A solution of {2-[4-[1,3]dioxolan-2-ylmethyl-5-(4-fluoro-phenyl)-1-isopropyl-1H-pyrazol-3-yl]-ethyl}-carbamic acid benzyl ester (1.0 g, 2.1 mmol) in TFA (10 mL) was treated with Et3SiH (2.5 mL, 21 mmol). After 16 h at 50° C., the solution was concentrated and the residue was purified by FCC to afford the title compound. The solvent is C(=O)(C(F)(F)F)O (TFA). The reactants are C(=O)(O)[O-].[Na+] (NaHCO3), C(C)OC(=O)C=1N2C(SC1)=C(C(=N2)C2=CC(=CC=C2)[N+](=O)[O-])C2=CC=NC=C2 (6-(3-Nitrophenyl)-7-pyridin-4-yl-pyrazolo[5,1-b]thiazole-3-carboxylic acid ethyl ester), [Cl-].[NH4+] (ammonium chloride). The reagents and catalysts are [Zn] (Zinc), [Zn] (Zinc). Run in O (water), O1CCOCC1.O (dioxane water). Run at temperature 100 celsius. The product is C(C)OC(=O)C=1N2C(SC1)=C(C(=N2)C2=CC(=CC=C2)N)C2=CC=NC=C2 (6-(3-amino-phenyl)-7-pyridin-4-yl-pyrazolo[5,1-b]thiazole-3-carboxylic acid ethyl ester). Yield: 44.3%. As a reaction SMILES: [CH2:1]([O:3][C:4]([C:6]1[N:7]2[N:13]=[C:12]([C:14]3[CH:19]=[CH:18][CH:17]=[C:16]([N+:20]([O-])=O)[CH:15]=3)[C:11]([C:23]3[CH:28]=[CH:27][N:26]=[CH:25][CH:24]=3)=[C:8]2[S:9][CH:10]=1)=[O:5])[CH3:2].[Cl-].[NH4+].C([O-])(O)=O.[Na+]>O1CCOCC1.O.O.[Zn]>[CH2:1]([O:3][C:4]([C:6]1[N:7]2[N:13]=[C:12]([C:14]3[CH:19]=[CH:18][CH:17]=[C:16]([NH2:20])[CH:15]=3)[C:11]([C:23]3[CH:24]=[CH:25][N:26]=[CH:27][CH:28]=3)=[C:8]2[S:9][CH:10]=1)=[O:5])[CH3:2] |f:1.2,3.4,5.6|. Procedure details: 6-(3-Nitrophenyl)-7-pyridin-4-yl-pyrazolo[5,1-b]thiazole-3-carboxylic acid ethyl ester (200 mg, 0.508 mmol) was dissolved in a 5:1 dioxane/water mixture (3 mL). Zinc powder (133 mg, 2.03 mmol, 4 eq) and ammonium chloride (271 mg, 5.08 mmol, 10 eq) were added and the mixture was stirred at 100° C. After 4 hours an addition of Zinc powder was made (37 mg) and heating was continued for 1.5 more hours. It was then diluted with water, made basic by addition of saturated aqueous NaHCO3 and extracted w... The reactants are CN(C)c1ccncc1, O=c1[nH]c2cc(F)c(F)cc2nc1C=Cc1ccccc1, O=P(Cl)(Cl)Cl. The product is Fc1cc2nc(Cl)c(C=Cc3ccccc3)nc2cc1F. RXN SMILES: [CH3:27][N:28]([CH3:29])[c:30]1[cH:31][cH:32][n:33][cH:34][cH:35]1.[F:1][c:2]1[cH:3][c:4]2[n:5][c:6]([CH:14]=[CH:15][c:16]3[cH:17][cH:18][cH:19][cH:20][cH:21]3)[c:7](=[O:13])[nH:8][c:9]2[cH:10][c:11]1[F:12].[P:22]([Cl:23])([Cl:24])([Cl:25])=[O:26]>>[F:1][c:2]1[cH:3][c:4]2[n:5][c:6]([CH:14]=[CH:15][c:16]3[cH:17][cH:18][cH:19][cH:20][cH:21]3)[c:7]([Cl:24])[n:8][c:9]2[cH:10][c:11]1[F:12].